Dataset: the Open Reaction Database (ORD), a public repository of structured organic reaction records. Task: describe an organic reaction: reactants, conditions, products, and yield Starting materials: COc1ccc(C=CC=CC(=O)N2CCSC2=S)cc1OC, c1ccc(C(OCCCN2CCNCC2)c2ccccc2)cc1, C1CCOC1. Product: COc1ccc(C=CC=CC(=O)N2CCN(CCCOC(c3ccccc3)c3ccccc3)CC2)cc1OC. Reaction SMILES: [CH3:24][O:25][c:26]1[cH:27][c:28]([CH:34]=[CH:35][CH:36]=[CH:37][C:38](=[O:39])[N:40]2[CH2:41][CH2:42][S:43][C:44]2=[S:45])[cH:29][cH:30][c:31]1[O:32][CH3:33].[CH:1]([c:2]1[cH:3][cH:4][cH:5][cH:6][cH:7]1)([c:8]1[cH:9][cH:10][cH:11][cH:12][cH:13]1)[O:14][CH2:15][CH2:16][CH2:17][N:18]1[CH2:19][CH2:20][NH:21][CH2:22][CH2:23]1.[O:46]1[CH2:47][CH2:48][CH2:49][CH2:50]1>>[CH:1]([c:2]1[cH:3][cH:4][cH:5][cH:6][cH:7]1)([c:8]1[cH:9][cH:10][cH:11][cH:12][cH:13]1)[O:14][CH2:15][CH2:16][CH2:17][N:18]1[CH2:19][CH2:20][N:21]([C:38]([CH:37]=[CH:36][CH:35]=[CH:34][c:28]2[cH:27][c:26]([O:25][CH3:24])[c:31]([O:32][CH3:33])[cH:30][cH:29]2)=[O:39])[CH2:22][CH2:23]1. Reactants: CC(=O)O, [Na+], [Na+], OO, O=S([O-])S(=O)(=O)[O-], Cc1ccc(C2C(=O)N(c3ccccc3)N(c3ccccc3)C2=O)cc1. The product is Cc1ccc(C2(O)C(=O)N(c3ccccc3)N(c3ccccc3)C2=O)cc1. RXN SMILES: [CH3:38][C:39](=[O:40])[OH:41].[Na+:36].[Na+:37].[OH:27][OH:28].[S:29](=[O:30])([S:31]([O-:32])=[O:33])([O-:34])=[O:35].[c:1]1([N:7]2[N:8]([c:21]3[cH:22][cH:23][cH:24][cH:25][cH:26]3)[C:9](=[O:20])[CH:10]([c:13]3[cH:14][cH:15][c:16]([CH3:19])[cH:17][cH:18]3)[C:11]2=[O:12])[cH:2][cH:3][cH:4][cH:5][cH:6]1>>[c:1]1([N:7]2[N:8]([c:21]3[cH:22][cH:23][cH:24][cH:25][cH:26]3)[C:9](=[O:20])[C:10]([c:13]3[cH:14][cH:15][c:16]([CH3:19])[cH:17][cH:18]3)([OH:30])[C:11]2=[O:12])[cH:2][cH:3][cH:4][cH:5][cH:6]1. Starting materials: BrC=1C(=NC=C(C(=O)NC2=CC=C(C=C2)OC(F)(F)F)C1)N1C[C@H](CC1)CO ((S)-5-bromo-6-(3-(hydroxymethyl)pyrrolidin-1-yl)-N-(4-(trifluoromethoxy)phenyl)nicotinamide), N1=CC(=CC=C1)B(O)O (pyridin-3-ylboronic acid). Yields the product OC[C@@H]1CN(CC1)C1=NC=C(C=C1C=1C=NC=CC1)C(=O)NC1=CC=C(C=C1)OC(F)(F)F ((S)-2-(3-(Hydroxymethyl)pyrrolidin-1-yl)-N-(4-(trifluoromethoxy)phenyl)-[3,3′-bipyridine]-5-carboxamide). Reaction SMILES: Br[C:2]1[C:3]([N:22]2[CH2:26][CH2:25][C@H:24]([CH2:27][OH:28])[CH2:23]2)=[N:4][CH:5]=[C:6]([CH:21]=1)[C:7]([NH:9][C:10]1[CH:15]=[CH:14][C:13]([O:16][C:17]([F:20])([F:19])[F:18])=[CH:12][CH:11]=1)=[O:8].[N:29]1[CH:34]=[CH:33][CH:32]=[C:31](B(O)O)[CH:30]=1>>[OH:28][CH2:27][C@H:24]1[CH2:25][CH2:26][N:22]([C:3]2[C:2]([C:31]3[CH:30]=[N:29][CH:34]=[CH:33][CH:32]=3)=[CH:21][C:6]([C:7]([NH:9][C:10]3[CH:15]=[CH:14][C:13]([O:16][C:17]([F:20])([F:19])[F:18])=[CH:12][CH:11]=3)=[O:8])=[CH:5][N:4]=2)[CH2:23]1. Procedure details: The title compound was prepared in an analogous fashion to that described in Example 75 using (S)-5-bromo-6-(3-(hydroxymethyl)pyrrolidin-1-yl)-N-(4-(trifluoromethoxy)phenyl)nicotinamide (Stage 78.1) and pyridin-3-ylboronic acid to afford a white solid. UPLC-MS (condition 1) tR=1.92 min, m/z=459.1-460.1 [M+H]+, m/z=457.2 [M−H]−; 1H-NMR (400 MHz, DMSO-d6) δ ppm 1.50-1.61 (m, 1H) 1.78-1.88 (m, 1H) 2.17-2.25 (m, 1H) 2.96 (dd, J=11.00, 6.60 Hz, 1H) 3.10-3.37 (m, 5H) 4.60 (t, J=5.14 Hz, 1H) 7.34 (d, J... Starting materials: Cl (hydrochloric acid), ClC1=CC=C(C=C1)C=1C(=CC2=C(OCCCO2)C1)C(C)=O (1-[8-(4-Chloro-phenyl)-3,4-dihydro-2H-benzo[b][1,4]dioxepin-7-yl]-ethanone), C(C)OC(=O)C1=CC2=C(N(C(=N2)C2=CC(=C(C=C2)N)C=O)C2CCCCC2)C=C1 (2-(4-amino-3-formyl-phenyl)-1-cyclohexyl-1H-benzoimidazole-5-carboxylic acid ethyl ester), [OH-].[K+] (KOH). Solvent: C(C)O (ethanol). Run at temperature 75 celsius, time 8 hour. The product is ClC1=CC=C(C=C1)C=1C(=CC2=C(OCCCO2)C1)C1=NC2=CC=C(C=C2C=C1)C1=NC2=C(N1C1CCCCC1)C=CC(=C2)C(=O)O (2-{2-[8-(4-chloro-phenyl)-3,4-dihydro-2H-benzo[b][1,4]dioxepin-7-yl]-quinolin-6-yl}-1-cyclohexyl-1H-benzoimidazole-5-carboxylic acid). Yield: 83.8%. As a reaction SMILES: [Cl:1][C:2]1[CH:7]=[CH:6][C:5]([C:8]2[C:9]([C:19](=O)[CH3:20])=[CH:10][C:11]3[O:17][CH2:16][CH2:15][CH2:14][O:13][C:12]=3[CH:18]=2)=[CH:4][CH:3]=1.C([O:24][C:25]([C:27]1[CH:50]=[CH:49][C:30]2[N:31]([CH:43]3[CH2:48][CH2:47][CH2:46][CH2:45][CH2:44]3)[C:32]([C:34]3[CH:39]=[CH:38][C:37]([NH2:40])=[C:36]([CH:41]=O)[CH:35]=3)=[N:33][C:29]=2[CH:28]=1)=[O:26])C.[OH-].[K+].Cl>C(O)C>[Cl:1][C:2]1[CH:3]=[CH:4][C:5]([C:8]2[C:9]([C:19]3[CH:20]=[CH:41][C:36]4[C:37](=[CH:38][CH:39]=[C:34]([C:32]5[N:31]([CH:43]6[CH2:44][CH2:45][CH2:46][CH2:47][CH2:48]6)[C:30]6[CH:49]=[CH:50][C:27]([C:25]([OH:26])=[O:24])=[CH:28][C:29]=6[N:33]=5)[CH:35]=4)[N:40]=3)=[CH:10][C:11]3[O:17][CH2:16][CH2:15][CH2:14][O:13][C:12]=3[CH:18]=2)=[CH:6][CH:7]=1 |f:2.3|. Procedure details: 1-[8-(4-Chloro-phenyl)-3,4-dihydro-2H-benzo[b][1,4]dioxepin-7-yl]-ethanone (76 mg, 0.25 mmol) and 2-(4-amino-3-formyl-phenyl)-1-cyclohexyl-1H-benzoimidazole-5-carboxylic acid ethyl ester (98 mg, 0.25 mmol) were dissolved in 500 μL ethanol and 500 μL 10% ethanolic KOH were added. The reaction was stirred at 75° C. overnight. The reaction was acidified with 4N hydrochloric acid, extracted three times with ethyl acetate, the organic extracts were dried with sodium sulfate and then evaporated. Purif... As a reaction SMILES: [F:1][C@H:2]1[CH2:19][C@@:17]2([CH3:18])[C@@H:13]([CH2:14][CH2:15][C:16]2=[O:20])[C@H:12]2[C@H:3]1[C:4]1[CH:5]=[CH:6][C:7]([OH:28])=[CH:8][C:9]=1[CH2:10][C@H:11]2[CH2:21][CH2:22][CH2:23][CH2:24][CH2:25][NH:26][CH3:27].[F:29][C:30]([F:44])([F:43])[C:31]([F:42])([F:41])[C:32]([F:40])([F:39])[C:33]([F:38])([F:37])[CH:34](I)[CH3:35]>CN1CCCC1=O>[F:1][C@H:2]1[CH2:19][C@@:17]2([CH3:18])[C@@H:13]([CH2:14][CH2:15][C:16]2=[O:20])[C@H:12]2[C@H:3]1[C:4]1[CH:5]=[CH:6][C:7]([OH:28])=[CH:8][C:9]=1[CH2:10][C@H:11]2[CH2:21][CH2:22][CH2:23][CH2:24][CH2:25][N:26]([CH3:27])[CH2:35][CH2:34][C:33]([F:38])([F:37])[C:32]([F:40])([F:39])[C:31]([F:42])([F:41])[C:30]([F:44])([F:43])[F:29]. Procedure details: 276 mg of 11β-fluoro-3-hydroxy-7α-(5-(methyl-amino)-pentyl)-estra-1,3,5(10)-trien-17-one is dissolved in 3 ml of N-methylpyrrolidone, mixed with 0.6 ml of 1,1,1,2,2,3,3,4,4-nonafluor-5-iodo-hexane and heated for 1.5 hours at a bath temperature of 80° C. For working-up, the reaction mixture is cooled to room temperature, stirred into saturated common salt solution, extracted with ethyl acetate, the organic phases are washed with water, dried on magnesium sulfate and concentrated by evaporation in... Run in CN1C(CCC1)=O (N-methylpyrrolidone). The product is F[C@@H]1[C@@H]2C=3C=CC(=CC3C[C@H]([C@H]2[C@@H]2CCC([C@@]2(C)C1)=O)CCCCCN(CCC(C(C(C(F)(F)F)(F)F)(F)F)(F)F)C)O (11β-fluoro-3-hydroxy-7α-{5-[methyl-(3,3,4,4,5,5,6,6,6-nonafluoro-hexyl)-amino]-pentyl}-estra-1,3,5(10)-trien-17-one). The reactants are F[C@@H]1[C@@H]2C=3C=CC(=CC3C[C@H]([C@H]2[C@@H]2CCC([C@@]2(C)C1)=O)CCCCCNC)O (11β-fluoro-3-hydroxy-7α-(5-(methyl-amino)-pentyl)-estra-1,3,5(10)-trien-17-one), FC(C(C(C(C(C)I)(F)F)(F)F)(F)F)(F)F (1,1,1,2,2,3,3,4,4-nonafluor-5-iodo-hexane). Conditions: temperature 80 celsius. Reactants: COC(C1=CC(=C(C=C1)N)N)=O (3,4-diaminobenzoic acid methyl ester), ClC1=C(C=O)C(=CC=C1)Cl (2,6-dichlorobenzaldehyde), O (water), OOS(=O)[O-].[K+] (oxone). Solvent: CN(C)C=O (DMF), CCOC(=O)C (EtOAc). Conditions: time 18 hour. Product: COC(=O)C1=CC2=C(N=C(N2)C2=C(C=CC=C2Cl)Cl)C=C1 (2-(2,6-Dichlorophenyl)-3H-benzoimidazole-5-carboxylic acid methyl ester). Reaction SMILES: [CH3:1][O:2][C:3](=[O:12])[C:4]1[CH:9]=[CH:8][C:7]([NH2:10])=[C:6]([NH2:11])[CH:5]=1.[Cl:13][C:14]1[CH:21]=[CH:20][CH:19]=[C:18]([Cl:22])[C:15]=1[CH:16]=O.O.OOS([O-])=O.[K+]>CN(C=O)C.CCOC(C)=O>[CH3:1][O:2][C:3]([C:4]1[CH:9]=[CH:8][C:7]2[N:10]=[C:16]([C:15]3[C:14]([Cl:13])=[CH:21][CH:20]=[CH:19][C:18]=3[Cl:22])[NH:11][C:6]=2[CH:5]=1)=[O:12] |f:3.4|. Reported procedure: To a solution of 3,4-diaminobenzoic acid methyl ester (3.32 g, 20 mmol) and 2,6-dichlorobenzaldehyde (3.5 g, 20 mmol) in DMF (20 mL)+water (2 mL) was added oxone (2.46 g, 4 mmol). The mixture was stirred at RT for 18 h then EtOAc was added. The mixture was washed with water and brine then was dried over sodium sulfate. The solvent was removed under reduced pressure to give the title compound as a yellow solid. The reactants are C(C1=CC=CC=C1)C1CCN(CC1)C(C(=O)NC1=CC(=CC=C1)C#N)=O (2-(4-benzyl-piperidin-1-yl)-N-(3-cyanophenyl)-2-oxo-acetamide), N(=[N+]=[N-])[Sn](C)(C)C (azidotrimethyltin). Solvent: C1(=CC=CC=C1)C (toluene). The product is C(C1=CC=CC=C1)C1CCN(CC1)C(C(=O)NC1=CC(=CC=C1)C1=NN=NN1)=O (2-(4-Benzyl-piperidin-1-yl)-2-oxo-N-[3-(1H-tetrazol-5-yl)-phenyl]-acetamide). Isolated yield 53.8%. Reaction SMILES: [CH2:1]([CH:8]1[CH2:13][CH2:12][N:11]([C:14](=[O:26])[C:15]([NH:17][C:18]2[CH:23]=[CH:22][CH:21]=[C:20]([C:24]#[N:25])[CH:19]=2)=[O:16])[CH2:10][CH2:9]1)[C:2]1[CH:7]=[CH:6][CH:5]=[CH:4][CH:3]=1.[N:27]([Sn](C)(C)C)=[N+:28]=[N-:29]>C1(C)C=CC=CC=1>[CH2:1]([CH:8]1[CH2:9][CH2:10][N:11]([C:14](=[O:26])[C:15]([NH:17][C:18]2[CH:23]=[CH:22][CH:21]=[C:20]([C:24]3[NH:29][N:28]=[N:27][N:25]=3)[CH:19]=2)=[O:16])[CH2:12][CH2:13]1)[C:2]1[CH:7]=[CH:6][CH:5]=[CH:4][CH:3]=1. Procedure details: A mixture of 0.7 g (2 mmol) of 2-(4-benzyl-piperidin-1-yl)-N-(3-cyanophenyl)-2-oxo-acetamide, 0.82 g (4 mmol) of azidotrimethyltin (Aldrich) and 20 ml of toluene is refluxed for 20 hours. The precipitated crystals are filtered off and treated with 20 ml of N hydrochloric acid to yield 0.42 g (54%) of the title compound. Melting Point: 159-161° C. (water)